This data is from the Open Reaction Database (ORD), a public repository of structured organic reaction records. The task is: describe an organic reaction: reactants, conditions, products, and yield Starting materials: O=C([O-])[O-], CC#N, CCc1nc(-c2cccc(C)c2)c(-c2ccnc(CCl)c2)s1, [K+], [K+], N#C[K], C1COCCOCCOCCOCCOCCO1. Yields the product CCc1nc(-c2cccc(C)c2)c(-c2ccnc(CC#N)c2)s1. Reaction SMILES: [C:44](=[O:45])([O-:46])[O-:47].[CH3:50][C:51]#[N:52].[Cl:1][CH2:2][c:3]1[n:4][cH:5][cH:6][c:7](-[c:9]2[c:10](-[c:16]3[cH:17][c:18]([CH3:22])[cH:19][cH:20][cH:21]3)[n:11][c:12]([CH2:14][CH3:15])[s:13]2)[cH:8]1.[K+:48].[K+:49].[K:23][C:24]#[N:25].[O:26]1[CH2:27][CH2:28][O:29][CH2:30][CH2:31][O:32][CH2:33][CH2:34][O:35][CH2:36][CH2:37][O:38][CH2:39][CH2:40][O:41][CH2:42][CH2:43]1>>[CH2:2]([c:3]1[n:4][cH:5][cH:6][c:7](-[c:9]2[c:10](-[c:16]3[cH:17][c:18]([CH3:22])[cH:19][cH:20][cH:21]3)[n:11][c:12]([CH2:14][CH3:15])[s:13]2)[cH:8]1)[C:24]#[N:25]. Starting materials: O(C1=CC=CC=C1)CC(=O)O (phenoxyacetic acid), C1CCC(CC1)N=C=NC2CCCCC2 (DCC), CS(=O)(=O)OC1=CC2=CC=C(C=C2C=C1)C(N)=N (6-amidino-2-naphthol methanesulfonate). Solvent: N1=CC=CC=C1 (pyridine). Run at time 30 minute. Product: CS(=O)(=O)O.O(C1=CC=CC=C1)CC(=O)OC1=CC2=CC=C(C=C2C=C1)C(N)=N (6-amidino-2-naphthyl phenoxyacetate methanesulfonate). Yield: 10.0%. RXN SMILES: [O:1]([CH2:8][C:9]([OH:11])=[O:10])[C:2]1[CH:7]=[CH:6][CH:5]=[CH:4][CH:3]=1.C1CCC(N=C=NC2CCCCC2)CC1.[CH3:27][S:28]([O:31][C:32]1[CH:41]=[CH:40][C:39]2[C:34](=[CH:35][CH:36]=[C:37]([C:42](=[NH:44])[NH2:43])[CH:38]=2)[CH:33]=1)(=[O:30])=[O:29]>N1C=CC=CC=1>[CH3:27][S:28]([OH:31])(=[O:30])=[O:29].[O:1]([CH2:8][C:9]([O:11][C:32]1[CH:41]=[CH:40][C:39]2[C:34](=[CH:35][CH:36]=[C:37]([C:42](=[NH:43])[NH2:44])[CH:38]=2)[CH:33]=1)=[O:10])[C:2]1[CH:7]=[CH:6][CH:5]=[CH:4][CH:3]=1 |f:4.5|. Reported procedure: To a solution of 1.1 g of phenoxyacetic acid in 50 ml of pyridine, was added 2.2 g of DCC. The mixture was stirred at room temperature for 30 minutes, then admixed with 2.0 g of 6-amidino-2-naphthol methanesulfonate, and again stirred overnight at room temperature. The insolubles were removed by filtration, 500 ml of ethyl ether was added to the mother liquor and thoroughly stirred to precipitate a solid substance which was collected by filtration and recrystallized three times from methanol to ...